This data is from the Open Reaction Database (ORD), a public repository of structured organic reaction records. The task is: describe an organic reaction: reactants, conditions, products, and yield Starting materials: C(C)OCCC(C=CC1C(C(CC1)=O)CCCCCCCO)(C)O (7-[2-(5-ethoxy-3-hydroxy-3-methylpent-1-enyl)-5-oxocyclopentyl]heptanol), C(C)(=O)OC(C)=O (acetic anhydride). Run in O (water), N1=CC=CC=C1 (pyridine). Conditions: time 3 day. Yields the product C(C)(=O)OCCCCCCCC1C(CCC1C=CC(CCOCC)(C)O)=O (2-(7-acetoxyheptyl)-3-(5-ethoxy-3-hydroxy-3-methylpent-1-enyl)cyclopentanone). RXN SMILES: [CH2:1]([O:3][CH2:4][CH2:5][C:6]([OH:24])([CH3:23])[CH:7]=[CH:8][CH:9]1[CH2:13][CH2:12][C:11](=[O:14])[CH:10]1[CH2:15][CH2:16][CH2:17][CH2:18][CH2:19][CH2:20][CH2:21][OH:22])[CH3:2].[C:25](OC(=O)C)(=[O:27])[CH3:26]>N1C=CC=CC=1.O>[C:25]([O:22][CH2:21][CH2:20][CH2:19][CH2:18][CH2:17][CH2:16][CH2:15][CH:10]1[CH:9]([CH:8]=[CH:7][C:6]([OH:24])([CH3:23])[CH2:5][CH2:4][O:3][CH2:1][CH3:2])[CH2:13][CH2:12][C:11]1=[O:14])(=[O:27])[CH3:26]. Procedure: A solution of 7-[2-(5-ethoxy-3-hydroxy-3-methylpent-1-enyl)-5-oxocyclopentyl]heptanol [0.4 g; prepared as hereinbefore described in Example 7(iv)] in dry pyridine (4 ml.) was treated with acetic anhydride (4 ml.) and the resulting solution was allowed to stand at ambient temperature for 3 days and then diluted with water (100 ml.) with external cooling by means of an ice-bath. The resulting aqueous solution was extracted three times with chloroform, and the combined extracts were dried over sodi... The reactants are FCCCOC=1C=C2C(C3(CC2=CC1)CCC(CC3)O)=NS(=O)C(C)(C)C (N-(5′-(3-fluoropropoxy)-4-hydroxyspiro[cyclohexane-1,2′-indene]-3′(1′H)-ylidene)-2-methylpropane-2-sulfinamide), FCCCOC=1C=C2C(C3(CC2=CC1)CCC(CC3)O)=NS(=O)C(C)(C)C (N-(5′-(3-fluoropropoxy)-4-hydroxyspiro[cyclohexane-1,2′-indene]-3′(1′H)-ylidene)-2-methylpropane-2-sulfinamide), Cl (HCl). Solvent: O1CCOCC1 (dioxane). Run at time 2 hour. Yields the product FCCCOC1=CC=C2CC3(C(C2=C1)=N)CCC(CC3)O (6′-(3-fluoropropoxy)-1′-imino-1′,3′-dihydrospiro[cyclohexane-1,2′-inden]-4-ol). The yield is 111.3%. RXN SMILES: [F:1][CH2:2][CH2:3][CH2:4][O:5][C:6]1[CH:7]=[C:8]2[C:12](=[CH:13][CH:14]=1)[CH2:11][C:10]1([CH2:19][CH2:18][CH:17]([OH:20])[CH2:16][CH2:15]1)[C:9]2=[N:21]S(C(C)(C)C)=O.Cl>O1CCOCC1>[F:1][CH2:2][CH2:3][CH2:4][O:5][C:6]1[CH:7]=[C:8]2[C:12]([CH2:11][C:10]3([CH2:15][CH2:16][CH:17]([OH:20])[CH2:18][CH2:19]3)[C:9]2=[NH:21])=[CH:13][CH:14]=1. Reported procedure: To N-(5′-(3-fluoropropoxy)-4-hydroxyspiro[cyclohexane-1,2′-indene]-3′(1′H)-ylidene)-2-methylpropane-2-sulfinamide (Intermediate 32, 275 mg, 0.70 mmol) in dioxane (1 mL) under an atmosphere of nitrogen was added HCl (4 M in 1,4-dioxane, 1.74 mL, 6.95 mmol). The mixture was stirred at r.t. for 2 h and was then concentrated. DCM (1-2 mL) and Et2O was added and a solid was formed. The solid was filtered off and washed with diethylether. The solid was dissolved in DCM. Sat. aq. NaHCO3 was added and m... The reactants are N1CCC(CC1)CNC(C(NC(=O)NC1=CC=C(C=C1)Cl)C1=C(C=CC=C1)F)=O (N-(piperidin-4-ylmethyl)-2-(2-fluorophenyl)-2-(4-chlorophenylaminocarbonylamino)-acetamide), Cl.C(C)(OCC)=N (ethyl acetimidate hydrochloride), TEA, CCO (EtOH). The product is C1(C(N1N1CCC(CC1)CNC(C(NC(=O)NC1=CC=C(C=C1)Cl)C1=C(C=CC=C1)F)=O)=O)=O (N-[(N-acetimidyl-piperidin-4-yl)methyl]-2-(2-fluorophenyl)-2-(4-chlorophenylaminocarbonylamino)-acetamide). Reaction SMILES: [NH:1]1[CH2:6][CH2:5][CH:4]([CH2:7][NH:8][C:9](=[O:29])[CH:10]([C:22]2[CH:27]=[CH:26][CH:25]=[CH:24][C:23]=2[F:28])[NH:11][C:12]([NH:14][C:15]2[CH:20]=[CH:19][C:18]([Cl:21])=[CH:17][CH:16]=2)=[O:13])[CH2:3][CH2:2]1.Cl.[C:31](=[NH:36])([O:33]CC)[CH3:32].CC[OH:39]>>[C:32]1(=[O:39])[N:36]([N:1]2[CH2:6][CH2:5][CH:4]([CH2:7][NH:8][C:9](=[O:29])[CH:10]([C:22]3[CH:27]=[CH:26][CH:25]=[CH:24][C:23]=3[F:28])[NH:11][C:12]([NH:14][C:15]3[CH:20]=[CH:19][C:18]([Cl:21])=[CH:17][CH:16]=3)=[O:13])[CH2:3][CH2:2]2)[C:31]1=[O:33] |f:1.2|. Reported procedure: A solution of N-(piperidin-4-ylmethyl)-2-(2-fluorophenyl)-2-(4-chlorophenylaminocarbonylamino)-acetamide (from EXAMPLE 53, 70 mg, 0.17 mmol), ethyl acetimidate hydrochloride (40 mg, 0.32 mmol) and TEA (0.070 mL, 0.50 mmol) in EtOH (3 mL) was stirred at room temperature overnight. It was then concentrated in vacuo. The residue was purified by HPLC to give the titled compound as a white powder (37 mg). MS 460.1 and 462.1 (M+H, Cl pattern). Reactants: COC1=CC=C(C=C1)C(NC(=O)C=1C(=NC(=NC1)CO)O)C1=CC=C(C=C1)OC (N-(bis(4-methoxyphenyl)methyl)-4-hydroxy-2-(hydroxymethyl)pyrimidine-5-carboxamide), reagent. Run in C(Cl)Cl (DCM). Product: COC1=CC=C(C=C1)C(NC(=O)C=1C(=NC(=NC1)C=O)O)C1=CC=C(C=C1)OC (N-(bis(4-methoxyphenyl)methyl)-2-formyl-4-hydroxypyrimidine-5-carboxamide). RXN SMILES: [CH3:1][O:2][C:3]1[CH:8]=[CH:7][C:6]([CH:9]([C:22]2[CH:27]=[CH:26][C:25]([O:28][CH3:29])=[CH:24][CH:23]=2)[NH:10][C:11]([C:13]2[C:14]([OH:21])=[N:15][C:16]([CH2:19][OH:20])=[N:17][CH:18]=2)=[O:12])=[CH:5][CH:4]=1>C(Cl)Cl>[CH3:29][O:28][C:25]1[CH:26]=[CH:27][C:22]([CH:9]([C:6]2[CH:5]=[CH:4][C:3]([O:2][CH3:1])=[CH:8][CH:7]=2)[NH:10][C:11]([C:13]2[C:14]([OH:21])=[N:15][C:16]([CH:19]=[O:20])=[N:17][CH:18]=2)=[O:12])=[CH:23][CH:24]=1. Reported procedure: A mixture of step B product, 2-17-c, (2.0 g, 5 mmol) and Dess-Martain reagent (2.4 g, 5.6 mmol) in DCM (60 mL) was stirred at the ambient temperature for 1 h. The reaction solution was evaporated under vacuum to give a residue, which was purified by column chromatography with the eluent DCM:MeOH=60:1 to afford the crude product, 2-17-d, (1.84 g, 84%) as a solid. LC-MS: (M+H3O)+ 416. Reactants: ClC(=C)C1(CCCCC1)C(=O)OC (methyl 1-(1'-chlorovinyl)-cyclohexylcarboxylate), [OH-].[K+] (potassium hydroxide), C(C)(C)O (isopropanol). Solvent: O (water). Product: ClC(=C)C1(CCCCC1)C(=O)O (1-(1'-Chlorovinyl)-1-cyclohexyl-carboxylic acid). As a reaction SMILES: [Cl:1][C:2]([C:4]1([C:10]([O:12]C)=[O:11])[CH2:9][CH2:8][CH2:7][CH2:6][CH2:5]1)=[CH2:3].[OH-].[K+].C(O)(C)C>O>[Cl:1][C:2]([C:4]1([C:10]([OH:12])=[O:11])[CH2:9][CH2:8][CH2:7][CH2:6][CH2:5]1)=[CH2:3] |f:1.2|. Procedure details: 13 g of methyl 1-(1'-chlorovinyl)-cyclohexylcarboxylate were refluxed with 4 g of potassium hydroxide, 20 cm3 of isopropanol and 10 cm3 of water for 6 hours. A solid was obtained by evaporating off the alcohol and this solid was dissolved in water. The basic aqueous solution was washed with ether and then acidified with dilute hydrochloric acid. The expected 1-(1'-chlorovinyl)-1-cyclohexyl-carboxylic acid was extracted with ether. After evaporating off the solvent, the product was purified by re... Procedure: 4-{[(4-Fluorobenzoyl)amino]methyl}-2-oxo-4-(trifluoromethyl)-1,4-dihydro-2H-3,1-benzoxazine-6-carboxylic acid (30 mg, 0.073 mmol) and CDI (23.6 mg, 0.15 mmol) were dissolved in THF (230 μL) and DMF (90 μL), and the solution was stirred at room temperature for 30 minutes and thereafter, methylamine (182 μL, 0.36 mmol) was added thereto. The reaction solution was stirred at room temperature for 30 minutes and then diluted with ethyl acetate, which was washed sequentially with water and saturated b... Solvent: CN(C)C=O (DMF), C1CCOC1 (THF), C(C)(=O)OCC (ethyl acetate). Run at time 30 minute. Reaction SMILES: [F:1][C:2]1[CH:29]=[CH:28][C:5]([C:6]([NH:8][CH2:9][C:10]2([C:24]([F:27])([F:26])[F:25])[C:15]3[CH:16]=[C:17]([C:20]([OH:22])=O)[CH:18]=[CH:19][C:14]=3[NH:13][C:12](=[O:23])[O:11]2)=[O:7])=[CH:4][CH:3]=1.C1N=C[N:32](C(N2C=NC=C2)=O)[CH:31]=1.CN>C1COCC1.CN(C=O)C.C(OCC)(=O)C>[F:1][C:2]1[CH:3]=[CH:4][C:5]([C:6]([NH:8][CH2:9][C:10]2([C:24]([F:26])([F:25])[F:27])[C:15]3[CH:16]=[C:17]([C:20]([NH:32][CH3:31])=[O:22])[CH:18]=[CH:19][C:14]=3[NH:13][C:12](=[O:23])[O:11]2)=[O:7])=[CH:28][CH:29]=1. Product: FC1=CC=C(C(=O)NCC2(OC(NC3=C2C=C(C=C3)C(=O)NC)=O)C(F)(F)F)C=C1 (4-{[(4-fluorobenzoyl)amino]methyl}-N-methyl-2-oxo-4-(trifluoromethyl)-1,4-dihydro-2H-3,1-benzoxazine-6-carboxamide). The reactants are FC1=CC=C(C(=O)NCC2(OC(NC3=C2C=C(C=C3)C(=O)O)=O)C(F)(F)F)C=C1 (4-{[(4-Fluorobenzoyl)amino]methyl}-2-oxo-4-(trifluoromethyl)-1,4-dihydro-2H-3,1-benzoxazine-6-carboxylic acid), C1=CN(C=N1)C(=O)N2C=CN=C2 (CDI), CN (methylamine). Starting materials: ice water, N(=O)OC(C)(C)C (t-butyl nitrite), FC1=C(N)C(=C(C(=C1C)F)F)[N+](=O)[O-] (2,4,5-trifluoro-3-methyl-6-nitroaniline). Solvent: CN(C=O)C (dimethylformamide), CN(C=O)C (dimethylformamide). The product is FC1=C(C(=CC(=C1F)[N+](=O)[O-])F)C (2,3,6-trifluoro-4-nitrotoluene). Yield: 36.8%. Reaction SMILES: N(OC(C)(C)C)=O.[F:8][C:9]1[C:15]([CH3:16])=[C:14]([F:17])[C:13]([F:18])=[C:12]([N+:19]([O-:21])=[O:20])[C:10]=1N>CN(C)C=O>[F:17][C:14]1[C:13]([F:18])=[C:12]([N+:19]([O-:21])=[O:20])[CH:10]=[C:9]([F:8])[C:15]=1[CH3:16]. Procedure details: To a solution of t-butyl nitrite (1.87 g) in anhydrous dimethylformamide (10.9 ml) is added dropwise a solution of 2,4,5-trifluoro-3-methyl-6-nitroaniline (2.05 g) in anhydrous dimethylformamide (16.4 ml) with stirring at 50°-52° C. and the mixture is stirred at the same temperature for 30 minutes. After cooling, the reaction mixture is poured into ice-water, extracted with diethyl ether, and the extract is washed with water and dried. The solvent is distilled off under reduced pressure and the ... Starting materials: BrCC1=CC2=CC=CC=C2C=C1 (2-bromomethylnaphthalene), OC=1C=C(C=CC1)C1(CC(OCC1)(C)C)OC (4-(3-hydroxyphenyl)-4-methoxy-2,2-dimethyltetrahydropyran). Yields the product COC1(CC(OCC1)(C)C)C1=CC(=CC=C1)OCC1=CC2=CC=CC=C2C=C1 (4-methoxy-2,2-dimethyl-4-[3-(naphth-2-ylmethoxy)phenyl]tetrahydropyran). The yield is 95.4%. RXN SMILES: Br[CH2:2][C:3]1[CH:12]=[CH:11][C:10]2[C:5](=[CH:6][CH:7]=[CH:8][CH:9]=2)[CH:4]=1.[OH:13][C:14]1[CH:15]=[C:16]([C:20]2([O:28][CH3:29])[CH2:25][CH2:24][O:23][C:22]([CH3:27])([CH3:26])[CH2:21]2)[CH:17]=[CH:18][CH:19]=1>>[CH3:29][O:28][C:20]1([C:16]2[CH:17]=[CH:18][CH:19]=[C:14]([O:13][CH2:2][C:3]3[CH:12]=[CH:11][C:10]4[C:5](=[CH:6][CH:7]=[CH:8][CH:9]=4)[CH:4]=3)[CH:15]=2)[CH2:25][CH2:24][O:23][C:22]([CH3:27])([CH3:26])[CH2:21]1. Reported procedure: Using the procedure described in Example 5, 2-bromomethylnaphthalene (0.245 g) was reacted with 4-(3-hydroxyphenyl)-4-methoxy-2,2-dimethyltetrahydropyran (0.25 g) to give 4-methoxy-2,2-dimethyl-4-[3-(naphth-2-ylmethoxy)phenyl]tetrahydropyran (0.38 g, 95%), as an oil. Starting materials: O=C(Cl)OCC1c2ccccc2-c2ccccc21, Cc1cc(C)c(S(=O)(=O)O)cc1N, [Na+], [Na], O=C([O-])O, C1COCCO1, O. Product: Cc1cc(C)c(S(=O)(=O)O)cc1NC(=O)OCC1c2ccccc2-c2ccccc21. Reaction SMILES: [Cl:20][C:21](=[O:22])[O:23][CH2:24][CH:25]1[c:26]2[cH:27][cH:28][cH:29][cH:30][c:31]2-[c:32]2[cH:33][cH:34][cH:35][cH:36][c:37]21.[NH2:2][c:3]1[c:4]([CH3:14])[cH:5][c:6]([CH3:13])[c:7]([S:9](=[O:10])(=[O:11])[OH:12])[cH:8]1.[Na+:19].[Na:1].[O-:15][C:16]([OH:17])=[O:18].[O:38]1[CH2:39][CH2:40][O:41][CH2:42][CH2:43]1.[OH2:44]>>[NH:2]([c:3]1[c:4]([CH3:14])[cH:5][c:6]([CH3:13])[c:7]([S:9](=[O:10])(=[O:11])[OH:12])[cH:8]1)[C:21](=[O:22])[O:23][CH2:24][CH:25]1[c:26]2[cH:27][cH:28][cH:29][cH:30][c:31]2-[c:32]2[cH:33][cH:34][cH:35][cH:36][c:37]21. The reactants are BrC(Br)(Br)Br, ClCCl, c1ccc(P(c2ccccc2)c2ccccc2)cc1, OCCC#CCOCCc1ccccc1. Yields the product BrCCC#CCOCCc1ccccc1. As a reaction SMILES: [C:35]([Br:36])([Br:37])([Br:38])[Br:39].[Cl:40][CH2:41][Cl:42].[c:1]1([P:2]([c:3]2[cH:4][cH:5][cH:6][cH:7][cH:8]2)[c:9]2[cH:10][cH:11][cH:12][cH:13][cH:14]2)[cH:15][cH:16][cH:17][cH:18][cH:19]1.[c:20]1([CH2:26][CH2:27][O:28][CH2:29][C:30]#[C:31][CH2:32][CH2:33][OH:34])[cH:21][cH:22][cH:23][cH:24][cH:25]1>>[c:20]1([CH2:26][CH2:27][O:28][CH2:29][C:30]#[C:31][CH2:32][CH2:33][Br:36])[cH:21][cH:22][cH:23][cH:24][cH:25]1.